Dataset: the Open Reaction Database (ORD), a public repository of structured organic reaction records. Task: describe an organic reaction: reactants, conditions, products, and yield The reactants are C(C=C)N(C1CCN(CC1)C(=O)OC(C)(C)C)C1=NC=2N(C(=C1Br)N(COCC[Si](C)(C)C)COCC[Si](C)(C)C)N=CC2C=2C=NC1=CC=C(C=C1C2)F (tert-butyl 4-(allyl(7-(bis((2-(trimethylsilyl)ethoxy)methyl)amino)-6-bromo-3-(6-fluoroquinolin-3-yl)pyrazolo[1,5-a]pyrimidin-5-yl)amino)piperidine-1-carboxylate), C(=O)([O-])[O-].[K+].[K+] (K2CO3). The reagents and catalysts are [N+](CCCC)(CCCC)(CCCC)CCCC.[Br-] (Bu4NBr), CC(=O)[O-].CC(=O)[O-].[Pd+2] (Pd(OAc)2). The solvent is CN(C)C=O (DMF), O (H2O). Reaction conditions: temperature 90 celsius. The product is C[Si](CCOCN(C1=C2C(=NC=3N1N=CC3C=3C=NC1=CC=C(C=C1C3)F)N(C=C2C)C2CCN(CC2)C(=O)OC(C)(C)C)COCC[Si](C)(C)C)(C)C (tert-butyl 4-(8-(bis((2-(trimethylsilyl)ethoxy)methyl)amino)-3-(6-fluoroquinolin-3-yl)-7-methyl-5H-pyrazolo[1,5-a]pyrrolo[2,3-d]pyrimidin-5-yl)piperidine-1-carboxylate). RXN SMILES: [CH2:1]([N:4]([C:18]1[C:23](Br)=[C:22]([N:25]([CH2:34][O:35][CH2:36][CH2:37][Si:38]([CH3:41])([CH3:40])[CH3:39])[CH2:26][O:27][CH2:28][CH2:29][Si:30]([CH3:33])([CH3:32])[CH3:31])[N:21]2[N:42]=[CH:43][C:44]([C:45]3[CH:46]=[N:47][C:48]4[C:53]([CH:54]=3)=[CH:52][C:51]([F:55])=[CH:50][CH:49]=4)=[C:20]2[N:19]=1)[CH:5]1[CH2:10][CH2:9][N:8]([C:11]([O:13][C:14]([CH3:17])([CH3:16])[CH3:15])=[O:12])[CH2:7][CH2:6]1)[CH:2]=[CH2:3].C([O-])([O-])=O.[K+].[K+]>[N+](CCCC)(CCCC)(CCCC)CCCC.[Br-].CN(C=O)C.O.CC([O-])=O.CC([O-])=O.[Pd+2]>[CH3:31][Si:30]([CH3:32])([CH3:33])[CH2:29][CH2:28][O:27][CH2:26][N:25]([CH2:34][O:35][CH2:36][CH2:37][Si:38]([CH3:41])([CH3:39])[CH3:40])[C:22]1[N:21]2[N:42]=[CH:43][C:44]([C:45]3[CH:46]=[N:47][C:48]4[C:53]([CH:54]=3)=[CH:52][C:51]([F:55])=[CH:50][CH:49]=4)=[C:20]2[N:19]=[C:18]2[N:4]([CH:5]3[CH2:10][CH2:9][N:8]([C:11]([O:13][C:14]([CH3:16])([CH3:15])[CH3:17])=[O:12])[CH2:7][CH2:6]3)[CH:1]=[C:2]([CH3:3])[C:23]=12 |f:1.2.3,4.5,8.9.10|. Procedure: A degassed mixture of tert-butyl 4-(allyl(7-(bis((2-(trimethylsilyl)ethoxy)methyl)amino)-6-bromo-3-(6-fluoroquinolin-3-yl)pyrazolo[1,5-a]pyrimidin-5-yl)amino)piperidine-1-carboxylate (163 mg, 0.19 mmol), Pd(OAc)2 (4.3 mg, 0.02 mmol), Bu4NBr (73.6 mg, 0.23 mmol), and K2CO3 (78.7 mg, 0.57 mmol) in DMF (6 mL) was heated at 90° C. for 3 h. After cooling to room temperature, the mixture was diluted with H2O and then extracted with ethyl acetate (×2). The combined organic layers were washed with brine... Reactants: C([C@H](O)CC(=O)O)(=O)O (D-malic acid), [OH-].[Na+] (sodium hydroxide). Product: C([C@H](O)CC(=O)[O-])(=O)[O-].[Na+].[Na+] (sodium D-malate). RXN SMILES: [C:1]([OH:9])(=[O:8])[C@@H:2]([CH2:4][C:5]([OH:7])=[O:6])[OH:3].[OH-].[Na+:11]>>[C:1]([O-:9])(=[O:8])[C@@H:2]([CH2:4][C:5]([O-:7])=[O:6])[OH:3].[Na+:11].[Na+:11] |f:1.2,3.4.5|. Procedure details: The sodium D-malate was prepared by neutralization of D-malic acid (SIGMA M 0750) using 4N sodium hydroxide. This product contains 2.5% of L isomer. Reactants: [H-].[Na+] (sodium hydride), BrC=1C=NC(=NC1)N1CCC(CC1)[C@@H]1[C@@H](C1)CO ({(1R,2R)-2-[1-(5-bromopyrimidin-2-yl)piperidin-4-yl]cyclopropyl}methanol), BrCC1=CC=C(C=C1)SC ((4-(bromomethyl)phenyl)(methyl)sulfane). Run in CN(C)C=O (DMF). Run at time 1 hour. The product is BrC=1C=NC(=NC1)N1CCC(CC1)[C@@H]1[C@@H](C1)COCC1=CC=C(C=C1)SC (5-bromo-2-{4-[(1R,2R)-2-({[4-(methylthio)benzyl]oxy}methyl)cyclopropyl]piperidin-1-yl}pyrimidine). Reaction SMILES: [Br:1][C:2]1[CH:3]=[N:4][C:5]([N:8]2[CH2:13][CH2:12][CH:11]([C@H:14]3[CH2:16][C@H:15]3[CH2:17][OH:18])[CH2:10][CH2:9]2)=[N:6][CH:7]=1.[H-].[Na+].Br[CH2:22][C:23]1[CH:28]=[CH:27][C:26]([S:29][CH3:30])=[CH:25][CH:24]=1>CN(C=O)C>[Br:1][C:2]1[CH:3]=[N:4][C:5]([N:8]2[CH2:13][CH2:12][CH:11]([C@H:14]3[CH2:16][C@H:15]3[CH2:17][O:18][CH2:22][C:23]3[CH:28]=[CH:27][C:26]([S:29][CH3:30])=[CH:25][CH:24]=3)[CH2:10][CH2:9]2)=[N:6][CH:7]=1 |f:1.2|. Procedure: The product of step B (1.5 g, 4.8 mmol) was dissolved in DMF (15 mL), and sodium hydride (60 wt % dispersion in oil, 290 mg, 7.3 mmol) was added. After stirring at RT for 1 hour, (4-(bromomethyl)phenyl)(methyl)sulfane (1.35 g, 6.2 mmol) was added, and the resulting solution was stirred at RT for 18 h. The solution was partitioned between sat. NH4Cl and EtOAc. The aqueous layer was extracted with EtOAc. The combined organic layers were washed with brine and dried over Na2SO4, filtered and concent... The reactants are palladium tetrakistriphenylphosphine, BrC=1C=CC=C2C(=C(C(=NC12)Cl)C)Cl (8-bromo-2,4-dichloro-3-methylquinoline), C(CCC)[Sn](C1=NC=CC=C1)(CCCC)CCCC (2-(tributylstannyl)pyridine). Solvent: C1(=CC=CC=C1)C (toluene). Yields the product chlorides, ClC1=C(C(=NC2=C(C=CC=C12)C1=NC=CC=C1)C1=NC=CC=C1)C (4-chloro-3-methyl-2,8-di(pyridin-2-yl)quinoline). RXN SMILES: Br[C:2]1[CH:3]=[CH:4][CH:5]=[C:6]2[C:11]=1[N:10]=[C:9](Cl)[C:8]([CH3:13])=[C:7]2[Cl:14].C([Sn](CCCC)(CCCC)[C:20]1[CH:25]=[CH:24][CH:23]=[CH:22][N:21]=1)CCC>C1(C)C=CC=CC=1>[Cl:14][C:7]1[C:6]2[C:11](=[C:2]([C:9]3[CH:8]=[CH:7][CH:6]=[CH:11][N:10]=3)[CH:3]=[CH:4][CH:5]=2)[N:10]=[C:9]([C:22]2[CH:23]=[CH:24][CH:25]=[CH:20][N:21]=2)[C:8]=1[CH3:13]. Reported procedure: The chlorides were prepared according to Procedure E using 8-bromo-2,4-dichloro-3-methylquinoline (0.32 g, 1.11 mmol), 2-(tributylstannyl)pyridine (0.45 mL, 1.23 mmol) and palladium tetrakistriphenylphosphine (0.13 g, 0.11 mmol) in toluene (2.2 mL) to give 8-bromo-4-chloro-3-methyl-2-(pyridin-2-yl)quinoline and further elution gave 4-chloro-3-methyl-2,8-di(pyridin-2-yl)quinoline as a white solid. Mass Spectrum (ESI) m/e=332.0 (M+1). RXN SMILES: Br[C:2]1[CH:3]=[C:4](NC)[CH:5]=[N:6][CH:7]=1.[Cl:10][C:11]1[CH:12]=[C:13]2[C:17](=[CH:18][CH:19]=1)[C:16](=[O:20])[NH:15][C:14]2([CH3:22])[CH3:21].C([O-])([O-])=O.[Cs+].[Cs+].[NH2:29][C@H:30]1CCCC[C@@H]1N>O1CCOCC1.[Cu]I.O>[NH2:29][CH2:30][C:4]1[CH:3]=[C:2]([N:15]2[C:14]([CH3:22])([CH3:21])[C:13]3[C:17](=[CH:18][CH:19]=[C:11]([Cl:10])[CH:12]=3)[C:16]2=[O:20])[CH:7]=[N:6][CH:5]=1 |f:2.3.4|. Run in O1CCOCC1 (dioxane), O (water). Procedure: In a 25 mL sealed tube, a mixture of (5-bromo-pyridin-3-yl)-methylamine (281 mg, 1.5 mmol), 5-chloro-3,3-dimethyl-2,3-dihydro-isoindol-1-one (intermediate A-12, 196 mg, 1.0 mmol), CuI (38 mg, 0.2 mmol), Cs2CO3 (652 mg, 2.0 mmol) and (+)—(S,S)—1,2-diaminocyclohexane (68.4 mL, 0.6 mmol) were dissolved in dioxane (3 mL). The resulting reaction mixture was heated at 150° C. for 7 hours before it was poured into water (10 mL) and extracted with EtOAc (20 mL×2). The combined organic layers were washed... Starting materials: BrC=1C=C(C=NC1)NC ((5-bromo-pyridin-3-yl)-methylamine), ClC=1C=C2C(NC(C2=CC1)=O)(C)C (5-chloro-3,3-dimethyl-2,3-dihydro-isoindol-1-one), C(=O)([O-])[O-].[Cs+].[Cs+] (Cs2CO3), N[C@@H]1[C@H](CCCC1)N ((+)—(S,S)—1,2-diaminocyclohexane). Isolated yield 176.7%. Run at temperature 150 celsius. The product is NCC=1C=C(C=NC1)N1C(C2=CC=C(C=C2C1(C)C)Cl)=O (2-(5-Aminomethyl-pyridin-3-yl)-5-chloro-3,3dimethyl -2,3-dihydro-isoindol-1-one). The reagents and catalysts are [Cu]I (CuI).